From a dataset of the Open Reaction Database (ORD), a public repository of structured organic reaction records. describe an organic reaction: reactants, conditions, products, and yield Starting materials: B, B, O=C([O-])O, CSC, CCOC(C)=O, O=C(O)Cc1ccc(-c2ccc(Cl)cc2)cc1, [Na+], C1CCOC1, O. Yields the product OCCc1ccc(-c2ccc(Cl)cc2)cc1. As a reaction SMILES: [BH3:22].[BH3:4].[C:23](=[O:24])([O-:25])[OH:26].[CH3:1][S:2][CH3:3].[CH3:33][CH2:34][O:35][C:36](=[O:37])[CH3:38].[Cl:5][c:6]1[cH:7][cH:8][c:9](-[c:12]2[cH:13][cH:14][c:15]([CH2:18][C:19](=[O:20])[OH:21])[cH:16][cH:17]2)[cH:10][cH:11]1.[Na+:27].[O:28]1[CH2:29][CH2:30][CH2:31][CH2:32]1.[OH2:39]>>[Cl:5][c:6]1[cH:7][cH:8][c:9](-[c:12]2[cH:13][cH:14][c:15]([CH2:18][CH2:19][OH:20])[cH:16][cH:17]2)[cH:10][cH:11]1. Reactants: C(C)(=O)NN1C(N(C(=C1)C)C)=O (1-acetylamino-2,3-dihydro-3,4-dimethyl-2-oxo-1H-imidazole), Cl (HCl). The solvent is CO (methanol). Yields the product Cl.NN1C(N(C(=C1)C)C)=O (1-Amino-2,3-dihydro-3,4-dimethyl-2-oxo-1H-imidazole hydrochloride). RXN SMILES: C([NH:4][N:5]1[CH:9]=[C:8]([CH3:10])[N:7]([CH3:11])[C:6]1=[O:12])(=O)C.[ClH:13]>CO>[ClH:13].[NH2:4][N:5]1[CH:9]=[C:8]([CH3:10])[N:7]([CH3:11])[C:6]1=[O:12] |f:3.4|. Procedure details: 0.8 g of 1-acetylamino-2,3-dihydro-3,4-dimethyl-2-oxo-1H-imidazole are suspended in 800 ml of methanol, and the suspension is then heated to 42°. At this temperature, 28 g of gaseous HCl are passed into the suspension in the course of 40 minutes, during which process the suspension turns into a solution and the temperature of the reaction mixture rises to 52°. The solution is concentrated on a rotary evaporator, the residue is stirred with a small amount of tetrahydrofuran, and the crystals whic... Reactants: ClCCl, CCSc1ccc(C=C(C)c2ccc3c(c2)C(C)(C)CCC3(C)C)cc1, O=C(OO)c1cccc(Cl)c1. The product is CCS(=O)c1ccc(C=C(C)c2ccc3c(c2)C(C)(C)CCC3(C)C)cc1. As a reaction SMILES: [CH2:38]([Cl:39])[Cl:40].[CH3:1][C:2]1([CH3:26])[c:3]2[cH:4][cH:5][c:6]([C:14](=[CH:15][c:16]3[cH:17][cH:18][c:19]([S:22][CH2:23][CH3:24])[cH:20][cH:21]3)[CH3:25])[cH:7][c:8]2[C:9]([CH3:12])([CH3:13])[CH2:10][CH2:11]1.[Cl:27][c:28]1[cH:29][cH:30][cH:31][c:32]([C:33]([O:34][OH:36])=[O:35])[cH:37]1>>[CH3:1][C:2]1([CH3:26])[c:3]2[cH:4][cH:5][c:6]([C:14](=[CH:15][c:16]3[cH:17][cH:18][c:19]([S:22]([CH2:23][CH3:24])=[O:35])[cH:20][cH:21]3)[CH3:25])[cH:7][c:8]2[C:9]([CH3:12])([CH3:13])[CH2:10][CH2:11]1. The reactants are Cl.ClCCC1N(C(N(C1)C)=N)C (4-(2-chloroethyl)-2-imino-1,3-dimethylimidazolidine hydrochloride), CNC (dimethylamine), CO (methanol), steel. The product is O.Cl.Cl.N=C1N(CC(N1C)CCN(C)C)C (2-Imino-1,3-dimethyl-4-(2-dimethylaminoethyl)imidazolidine Dihydrochloride Hydrate). The yield is 26.0%. RXN SMILES: [ClH:1].[Cl:2][CH2:3][CH2:4][CH:5]1[CH2:9][N:8]([CH3:10])[C:7](=[NH:11])[N:6]1[CH3:12].[CH3:13][NH:14][CH3:15].C[OH:17]>>[OH2:17].[ClH:2].[ClH:1].[NH:11]=[C:7]1[N:6]([CH3:12])[CH:5]([CH2:4][CH2:3][N:14]([CH3:15])[CH3:13])[CH2:9][N:8]1[CH3:10] |f:0.1,4.5.6.7|. Procedure: To 10.0 g (0.047 mole) of 4-(2-chloroethyl)-2-imino-1,3-dimethylimidazolidine hydrochloride was added 6.8 g (0.15 mole) of dimethylamine in 175 ml of methanol. The mixture was heated in a steel bomb at 100° C. for 15 hours. After concentrating in vacuo, the residue was partitioned between a dilute sodium carbonate solution and chloroform. The organic layer was dried (Na2SO4), filtered, and concentrated in vacuo. The residue was dissolved in ethyl acetate and treated with ethereal HCl. The hydroc...